Dataset: the Open Reaction Database (ORD), a public repository of structured organic reaction records. Task: describe an organic reaction: reactants, conditions, products, and yield Reactants: CCOC(=O)C=C(C)C=CC=C(c1cc2c(cc1O)C(C)(C)CCC2(C)C)C(F)(F)F, CI, CC(C)=O, CCOC(C)=O, [K+], [K+], O=C([O-])[O-]. The product is CCOC(=O)C=C(C)C=CC=C(c1cc2c(cc1OC)C(C)(C)CCC2(C)C)C(F)(F)F. Reaction SMILES: [CH2:1]([CH3:2])[O:3][C:4]([CH:5]=[C:6]([CH:7]=[CH:8][CH:9]=[C:10]([C:11]([F:12])([F:13])[F:14])[c:15]1[cH:16][c:17]2[c:22]([cH:23][c:24]1[OH:25])[C:21]([CH3:26])([CH3:27])[CH2:20][CH2:19][C:18]2([CH3:28])[CH3:29])[CH3:30])=[O:31].[CH3:38][I:39].[CH3:40][C:41](=[O:42])[CH3:43].[CH3:44][CH2:45][O:46][C:47]([CH3:48])=[O:49].[K+:32].[K+:33].[O-:34][C:35]([O-:36])=[O:37]>>[CH2:1]([CH3:2])[O:3][C:4]([CH:5]=[C:6]([CH:7]=[CH:8][CH:9]=[C:10]([C:11]([F:12])([F:13])[F:14])[c:15]1[cH:16][c:17]2[c:22]([cH:23][c:24]1[O:25][CH3:35])[C:21]([CH3:26])([CH3:27])[CH2:20][CH2:19][C:18]2([CH3:28])[CH3:29])[CH3:30])=[O:31]. Starting materials: CCS(=O)(=O)N1CCN(c2cnc(N(C(=O)OC(C)(C)C)C(=O)OC(C)(C)C)c(-c3cn(-c4ccc(N)cc4)nn3)n2)CC1, ClCCl, O=C(O)C(F)(F)F. Yields the product CCS(=O)(=O)N1CCN(c2cnc(N)c(-c3cn(-c4ccc(N)cc4)nn3)n2)CC1. RXN SMILES: [C:1]([O:2][C:3]([N:8]([C:4](=[O:5])[O:6][C:7]([CH3:9])([CH3:10])[CH3:11])[c:16]1[n:17][cH:18][c:19]([N:34]2[CH2:35][CH2:36][N:37]([S:40](=[O:41])(=[O:42])[CH2:43][CH3:44])[CH2:38][CH2:39]2)[n:20][c:21]1-[c:22]1[n:23][n:24][n:25](-[c:27]2[cH:28][cH:29][c:30]([NH2:33])[cH:31][cH:32]2)[cH:26]1)=[O:12])([CH3:13])([CH3:14])[CH3:15].[Cl:52][CH2:53][Cl:54].[F:45][C:46]([F:47])([F:48])[C:49]([OH:50])=[O:51]>>[NH2:8][c:16]1[n:17][cH:18][c:19]([N:34]2[CH2:35][CH2:36][N:37]([S:40](=[O:41])(=[O:42])[CH2:43][CH3:44])[CH2:38][CH2:39]2)[n:20][c:21]1-[c:22]1[n:23][n:24][n:25](-[c:27]2[cH:28][cH:29][c:30]([NH2:33])[cH:31][cH:32]2)[cH:26]1. Starting materials: C(C)OC(CCCOC1=C(C=CC(=C1)C)C12CC3CC(CC(C1)C3)C2)=O (4-[2-(1-adamantyl)-5-methylphenoxy]-butyric acid ethyl ester). Run in C(C)O (ethanol), [OH-].[Na+] (sodium hydroxide). Conditions: time 60 hour. Product: C12(CC3CC(CC(C1)C3)C2)C2=C(OCCCC(=O)O)C=C(C=C2)C (4-[2-(1-adamantyl)-5-methylphenoxy]-butyric acid). Reaction SMILES: C([O:3][C:4](=[O:26])[CH2:5][CH2:6][CH2:7][O:8][C:9]1[CH:14]=[C:13]([CH3:15])[CH:12]=[CH:11][C:10]=1[C:16]12[CH2:25][CH:20]3[CH2:21][CH:22]([CH2:24][CH:18]([CH2:19]3)[CH2:17]1)[CH2:23]2)C>C(O)C.[OH-].[Na+]>[C:16]12([C:10]3[CH:11]=[CH:12][C:13]([CH3:15])=[CH:14][C:9]=3[O:8][CH2:7][CH2:6][CH2:5][C:4]([OH:26])=[O:3])[CH2:23][CH:22]3[CH2:24][CH:18]([CH2:19][CH:20]([CH2:21]3)[CH2:25]1)[CH2:17]2 |f:2.3|. Procedure details: A solution of 7.9 g of 4-[2-(1-adamantyl)-5-methylphenoxy]-butyric acid ethyl ester in 80 ml of ethanol and 80 ml of 1 N sodium hydroxide solution is left to stand for 60 hours at about 25° C. It is then evaporated to dryness in vacuo and the evaporation residue is partitioned between 100 ml of 2 N hydrochloric acid and twice 200 ml of ether. The organic phases are washed until neutral, treated with active charcoal, dried over sodium sulphate and evaporated in vacuo. Crystallising the evaporatio...